Dataset: the Open Reaction Database (ORD), a public repository of structured organic reaction records. Task: describe an organic reaction: reactants, conditions, products, and yield As a reaction SMILES: Cl[C:2]1[C:3]([C:19]#[N:20])=[N:4][CH:5]=[C:6]([C:8]#[C:9][C:10]2[C:15]([CH3:16])=[CH:14][C:13]([CH3:17])=[CH:12][C:11]=2[CH3:18])[CH:7]=1.[CH3:21][C:22]1[CH:23]=[CH:24][C:25](B2OC(C)(C)C(C)(C)O2)=[C:26]([NH:28]C(=O)OC(C)(C)C)[CH:27]=1.C(=O)([O-])[O-].[Na+].[Na+]>C1(C)C=CC=CC=1.C(O)C.CO.C(Cl)Cl.C1C=CC([P]([Pd]([P](C2C=CC=CC=2)(C2C=CC=CC=2)C2C=CC=CC=2)([P](C2C=CC=CC=2)(C2C=CC=CC=2)C2C=CC=CC=2)[P](C2C=CC=CC=2)(C2C=CC=CC=2)C2C=CC=CC=2)(C2C=CC=CC=2)C2C=CC=CC=2)=CC=1>[C:11]1([CH3:18])[CH:12]=[C:13]([CH3:17])[CH:14]=[C:15]([CH3:16])[C:10]=1[C:9]#[C:8][C:6]1[CH:5]=[N:4][C:3]2[C:2]([CH:7]=1)=[C:25]1[CH:24]=[CH:23][C:22]([CH3:21])=[CH:27][C:26]1=[N:28][C:19]=2[NH2:20] |f:2.3.4,5.6,^1:69,71,90,109|. The product is C1(=C(C(=CC(=C1)C)C)C#CC=1C=NC2=C(N=C3C(=C2C1)C=CC(=C3)C)N)C (2-(mesitylethynyl)-8-methylbenzo[f][1,7]naphthyridin-5-amine). The reagents and catalysts are C=1C=CC(=CC1)[P](C=2C=CC=CC2)(C=3C=CC=CC3)[Pd]([P](C=4C=CC=CC4)(C=5C=CC=CC5)C=6C=CC=CC6)([P](C=7C=CC=CC7)(C=8C=CC=CC8)C=9C=CC=CC9)[P](C=1C=CC=CC1)(C=1C=CC=CC1)C=1C=CC=CC1 (tetrakis(triphenylphosphine)palladium). Run in C1(=CC=CC=C1)C.C(C)O (toluene ethanol), CO (MeOH), C(Cl)Cl (DCM). Procedure: A solution of 3-chloro-5-(mesitylethynyl)picolinonitrile (from the previous step) (1.0 eq.), tert-butyl 5-methyl-2-(4,4,5,5-tetramethyl-1,3,2-dioxaborolan-2-yl)phenylcarbamate (from Example 5/Step 2) (1.1 eq.), tetrakis(triphenylphosphine)palladium (8 mol %), and 2N aqueous sodium carbonate solution (3.0 eq.) in toluene/ethanol (4:1, 0.2 M) was stirred at 100° C. overnight. After cooling to ambient temperature, the reaction mixture was diluted with 2% MeOH in DCM. The two phases were separated. ... The reactants are ClC=1C(=NC=C(C1)C#CC1=C(C=C(C=C1C)C)C)C#N (3-chloro-5-(mesitylethynyl)picolinonitrile), CC=1C=CC(=C(C1)NC(OC(C)(C)C)=O)B1OC(C(O1)(C)C)(C)C (tert-butyl 5-methyl-2-(4,4,5,5-tetramethyl-1,3,2-dioxaborolan-2-yl)phenylcarbamate), C([O-])([O-])=O.[Na+].[Na+] (sodium carbonate). The reactants are C1(=CC=CC=C1)P(CCCP(C1=CC=CC=C1)C1=CC=CC=C1)C1=CC=CC=C1 (1,3-bis(diphenylphosphino)propane), BrC1=C(OC2=NC=C(C=C21)C=2C=C(C(=O)O)C=CC2C)C2=CC=C(C=C2)F (3-(3-bromo-2-(4-fluorophenyl)furo[2,3-b]pyridin-5-yl)-4-methylbenzoic acid), CCOC(=O)C (EtOAc). Reagents/catalysts: C(C)(=O)[O-].[Pd+2].C(C)(=O)[O-] (palladium(II) acetate). Run in CO (MeOH), CS(=O)C (DMSO). Run at time 8 hour. Product: FC1=CC=C(C=C1)C1=C(C=2C(=NC=C(C2)C=2C=C(C(=O)O)C=CC2C)O1)C(=O)OC (3-(2-(4-fluorophenyl)-3-(methoxycarbonyl)furo[2,3-b]pyridin-5-yl)-4-methylbenzoic acid). Isolated yield 67.0%. As a reaction SMILES: C1(P(C2C=CC=CC=2)CCCP(C2C=CC=CC=2)C2C=CC=CC=2)C=CC=CC=1.Br[C:31]1[C:39]2[C:34](=[N:35][CH:36]=[C:37]([C:40]3[CH:41]=[C:42]([CH:46]=[CH:47][C:48]=3[CH3:49])[C:43]([OH:45])=[O:44])[CH:38]=2)[O:33][C:32]=1[C:50]1[CH:55]=[CH:54][C:53]([F:56])=[CH:52][CH:51]=1.C[CH2:58][O:59][C:60](C)=[O:61]>CO.CS(C)=O.C([O-])(=O)C.[Pd+2].C([O-])(=O)C>[F:56][C:53]1[CH:54]=[CH:55][C:50]([C:32]2[O:33][C:34]3=[N:35][CH:36]=[C:37]([C:40]4[CH:41]=[C:42]([CH:46]=[CH:47][C:48]=4[CH3:49])[C:43]([OH:45])=[O:44])[CH:38]=[C:39]3[C:31]=2[C:60]([O:59][CH3:58])=[O:61])=[CH:51][CH:52]=1 |f:5.6.7|. Procedure details: 1,3-bis(diphenylphosphino)propane (160 mg, 0.387 mmol) was added to a stirring solution of palladium(II) acetate (44 mg, 0.19 mmol) and 3-(3-bromo-2-(4-fluorophenyl)furo[2,3-b]pyridin-5-yl)-4-methylbenzoic acid (275 mg, 0.645 mmol) in MeOH (2.1 mL) and DMSO (4.3 mL) at 80° C. in a Parr bomb which was charged with 150 psi CO (g) and allowed to stir overnight. The mixture was diluted with EtOAc and washed with sat NaHCO3, and sat NaCl. The organic phase was dried over Na2SO4, filtered and concentr...